This data is from the Open Reaction Database (ORD), a public repository of structured organic reaction records. The task is: describe an organic reaction: reactants, conditions, products, and yield Starting materials: CCOC(=O)c1cc(N)cnc1C, O=C1CCC(=O)N1Br, CN(C)C=O, O. Yields the product CCOC(=O)c1cc(N)c(Br)nc1C. Reaction SMILES: [NH2:1][c:2]1[cH:3][n:4][c:5]([CH3:13])[c:6]([C:7](=[O:8])[O:9][CH2:10][CH3:11])[cH:12]1.[O:14]=[C:15]1[N:16]([Br:21])[C:17](=[O:18])[CH2:19][CH2:20]1.[O:22]=[CH:23][N:24]([CH3:25])[CH3:26].[OH2:27]>>[NH2:1][c:2]1[c:3]([Br:21])[n:4][c:5]([CH3:13])[c:6]([C:7](=[O:8])[O:9][CH2:10][CH3:11])[cH:12]1.